Dataset: the Open Reaction Database (ORD), a public repository of structured organic reaction records. Task: describe an organic reaction: reactants, conditions, products, and yield The reactants are CC1CN(c2ccc3ccccc3n2)CCN1, O=C(NCC(F)(F)F)C1(CCCCBr)c2ccccc2Oc2ccccc21. The product is CC1CN(c2ccc3ccccc3n2)CCN1CCCCC1(C(=O)NCC(F)(F)F)c2ccccc2Oc2ccccc21. As a reaction SMILES: [CH3:28][CH:29]1[CH2:30][N:31]([c:35]2[n:36][c:37]3[cH:38][cH:39][cH:40][cH:41][c:42]3[cH:43][cH:44]2)[CH2:32][CH2:33][NH:34]1.[F:1][C:2]([CH2:3][NH:4][C:5](=[O:6])[C:7]1([CH2:21][CH2:22][CH2:23][CH2:24][Br:25])[c:8]2[cH:9][cH:10][cH:11][cH:12][c:13]2[O:14][c:15]2[cH:16][cH:17][cH:18][cH:19][c:20]21)([F:26])[F:27]>>[F:1][C:2]([CH2:3][NH:4][C:5](=[O:6])[C:7]1([CH2:21][CH2:22][CH2:23][CH2:24][N:34]2[CH:29]([CH3:28])[CH2:30][N:31]([c:35]3[n:36][c:37]4[cH:38][cH:39][cH:40][cH:41][c:42]4[cH:43][cH:44]3)[CH2:32][CH2:33]2)[c:8]2[cH:9][cH:10][cH:11][cH:12][c:13]2[O:14][c:15]2[cH:16][cH:17][cH:18][cH:19][c:20]21)([F:26])[F:27]. Starting materials: C(C)(C)(C)OC(C1=C(C=C(C=C1)C1N(OC(C1)(C(F)(F)F)C1=CC(=CC(=C1)Cl)Cl)C)C)=O (4-[5-(3,5-dichloro-phenyl)-2-methyl-5-trifluoromethyl-isoxazolidin-3-yl]-2-methyl-benzoic acid tert-butyl ester), FC(C(=O)O)(F)F (trifluoroacetic acid). The solvent is ClCCl (dichloromethane). Reaction conditions: time 16 hour. The product is ClC=1C=C(C=C(C1)Cl)C1(CC(N(O1)C)C1=CC(=C(C(=O)O)C=C1)C)C(F)(F)F (4-[5-(3,5-dichloro-phenyl)-2-methyl-5-trifluoromethyl-isoxazolidin-3-yl]-2-methyl-benzoic acid). As a reaction SMILES: C([O:5][C:6](=[O:32])[C:7]1[CH:12]=[CH:11][C:10]([CH:13]2[CH2:17][C:16]([C:22]3[CH:27]=[C:26]([Cl:28])[CH:25]=[C:24]([Cl:29])[CH:23]=3)([C:18]([F:21])([F:20])[F:19])[O:15][N:14]2[CH3:30])=[CH:9][C:8]=1[CH3:31])(C)(C)C.FC(F)(F)C(O)=O>ClCCl>[Cl:29][C:24]1[CH:23]=[C:22]([C:16]2([C:18]([F:20])([F:19])[F:21])[O:15][N:14]([CH3:30])[CH:13]([C:10]3[CH:11]=[CH:12][C:7]([C:6]([OH:32])=[O:5])=[C:8]([CH3:31])[CH:9]=3)[CH2:17]2)[CH:27]=[C:26]([Cl:28])[CH:25]=1. Procedure details: To a solution of 4-[5-(3,5-dichloro-phenyl)-2-methyl-5-trifluoromethyl-isoxazolidin-3-yl]-2-methyl-benzoic acid tert-butyl ester (Example I4) (0.67 g) in dichloromethane (15 ml) was added trifluoroacetic acid (“TFA”) (1.05 ml). The reaction mixture was stirred at ambient temperature for 16 hours. The dichloromethane was evaporated and ethyl acetate was added. The mixture was washed with water, dried over sodium sulfate and concentrated. The residue was purified by preparative HPLC to give 4-[5-(... Starting materials: N[C@@H]1[C@@H](CN(CC1)C(=O)OC(C)(C)C)OCCC (tert-Butyl cis(±)-4-amino-3-propoxypiperidine-1-carboxylate), C1CCOC1 (THF), C([O-])(O)=O.[Na+] (sodium bicarbonate), ClC(=O)OCC1=CC=CC=C1 (benzyl chloroformate). The solvent is O (water). The product is C(C1=CC=CC=C1)OC(=O)N[C@@H]1[C@@H](CN(CC1)C(=O)OC(C)(C)C)OCCC (tert-Butyl cis(±)-4-{[(benzyloxy)carbonyl]amino}-3-propoxypiperidine-1-carboxylate). Yield: 99.2%. RXN SMILES: [NH2:1][C@H:2]1[CH2:7][CH2:6][N:5]([C:8]([O:10][C:11]([CH3:14])([CH3:13])[CH3:12])=[O:9])[CH2:4][C@H:3]1[O:15][CH2:16][CH2:17][CH3:18].C(=O)(O)[O-].[Na+].Cl[C:25]([O:27][CH2:28][C:29]1[CH:34]=[CH:33][CH:32]=[CH:31][CH:30]=1)=[O:26].C1COCC1>O>[CH2:28]([O:27][C:25]([NH:1][C@H:2]1[CH2:7][CH2:6][N:5]([C:8]([O:10][C:11]([CH3:12])([CH3:13])[CH3:14])=[O:9])[CH2:4][C@H:3]1[O:15][CH2:16][CH2:17][CH3:18])=[O:26])[C:29]1[CH:34]=[CH:33][CH:32]=[CH:31][CH:30]=1 |f:1.2|. Procedure: The same operation as in Example (103a) was performed using tert-butyl cis(±)-4-amino-3-propoxypiperidine-1-carboxylate obtained in Example (113d) (3.41 g, 13.2 mmol), sodium bicarbonate (1.26 g, 15 mmol), benzyl chloroformate (2.81 g, 16 mmol), THF (15 mL) and water (15 mL). The residue was purified by silica gel column chromatography (elution solvent: ethyl acetate/hexane=1/4, 1/2, 1/1) to obtain 5.14 g of the title compound as a colorless oily substance (99%). Starting materials: ClC=1C=C(C=CC1Cl)CC#N (3,4-Dichlorophenylacetonitrile), BrCCOCCBr (bis(2-bromoethyl)ether), [H-].[Na+] (NaH). Solvent: CCOCC (ether), CN1C(CCC1)=O (1-methylpyrrolidone). Run at temperature 0 celsius, time 1 hour. Yields the product ClC=1C=C(C=CC1Cl)C1(CCOCC1)C#N (4-(3,4-Dichlorophenyl)-tetrahydro-2H-pyran-4-carbonitrile). As a reaction SMILES: [Cl:1][C:2]1[CH:3]=[C:4]([CH2:9][C:10]#[N:11])[CH:5]=[CH:6][C:7]=1[Cl:8].Br[CH2:13][CH2:14][O:15][CH2:16][CH2:17]Br.[H-].[Na+]>CCOCC.CN1CCCC1=O>[Cl:1][C:2]1[CH:3]=[C:4]([C:9]2([C:10]#[N:11])[CH2:17][CH2:16][O:15][CH2:14][CH2:13]2)[CH:5]=[CH:6][C:7]=1[Cl:8] |f:2.3|. Procedure: 3,4-Dichlorophenylacetonitrile (10.00 g, 53.8 mmol) and bis(2-bromoethyl)ether (12.5 g, 53.8 mmol) were dissolved in ether and added dropwise via addition funnel to a suspension of NaH (60% dispersion in mineral oil; 6.45 g, 161 mmol) in 1-methylpyrrolidone (108 mL) at 0° C. The reaction mixture was stirred at 0° C. for 1 hour and was then allowed to warm to ambient temperature. The reaction was then quenched with water. 5N HCl was added, and the reaction mixture was diluted with 200 mL of dieth... Reactants: [H-].[H-].[H-].[H-].[Li+].[Al+3] (LAH), C(C)OC1(CCC(NC1)C(=O)OCC)OCC (ethyl 5,5-diethoxypiperidine-2-carboxylate). The solvent is C1CCOC1 (THF), C1CCOC1 (THF). Run at temperature 70 celsius, time 1 hour. The product is C(C)OC1(CCC(NC1)CO)OCC (rac-(5,5-diethoxypiperidin-2-yl)methanol). Yield: 95.0%. RXN SMILES: [H-].[H-].[H-].[H-].[Li+].[Al+3].[CH2:7]([O:9][C:10]1([O:21][CH2:22][CH3:23])[CH2:15][NH:14][CH:13]([C:16](OCC)=[O:17])[CH2:12][CH2:11]1)[CH3:8]>C1COCC1>[CH2:22]([O:21][C:10]1([O:9][CH2:7][CH3:8])[CH2:15][NH:14][CH:13]([CH2:16][OH:17])[CH2:12][CH2:11]1)[CH3:23] |f:0.1.2.3.4.5|. Reported procedure: A suspension of LAH (0.47 g, 12.25 mmol) in anhydrous THF (5 mL) was added a solution of ethyl 5,5-diethoxypiperidine-2-carboxylate (0.6 g, 2.45 mmol) in anhydrous THF (5 mL) dropwise at rt. The resulting mixture was refluxed at 70° C. for overnight. The reaction mixture was cooled down to 0° C. and quenched sequentially with water (0.47 g), 15% NaOH (0.47 g) and water (1.41 g). The resulting suspension was stirred at rt for 1 h and filtered. The filtrate was concentrated in vacuo to give desire...